Dataset: the Open Reaction Database (ORD), a public repository of structured organic reaction records. Task: describe an organic reaction: reactants, conditions, products, and yield Reactants: C(C)(C)(C)OC(=O)N1CC2=CC=C(C(=C2CC1)OC)OCC1=CC=CC=C1 (6-Benzyloxy-5-methoxy-3,4-dihydro-1H-isoquinoline-2-carboxylic acid tert-butyl ester). Reagents/catalysts: [Pd] (Pd/C). Run in C1CCOC1 (THF). Yields the product C(C)(C)(C)OC(=O)N1CC2=CC=C(C(=C2CC1)OC)O (6-Hydroxy-5-methoxy-3,4-dihydro-1H-isoquinoline-2-carboxylic acid tert-butyl ester). RXN SMILES: [C:1]([O:5][C:6]([N:8]1[CH2:17][CH2:16][C:15]2[C:10](=[CH:11][CH:12]=[C:13]([O:20]CC3C=CC=CC=3)[C:14]=2[O:18][CH3:19])[CH2:9]1)=[O:7])([CH3:4])([CH3:3])[CH3:2]>C1COCC1.[Pd]>[C:1]([O:5][C:6]([N:8]1[CH2:17][CH2:16][C:15]2[C:10](=[CH:11][CH:12]=[C:13]([OH:20])[C:14]=2[O:18][CH3:19])[CH2:9]1)=[O:7])([CH3:4])([CH3:3])[CH3:2]. Procedure: 7.8 g (21 mmol) 6-Benzyloxy-5-methoxy-3,4-dihydro-1H-isoquinoline-2-carboxylic acid tert-butyl ester (example XV) in 150 mL THF are hydrogenated (3 bar, r.t.) using 250 mg Pd/C (10%). The reaction mixture is filtered, the solvent is removed in vacuo and the residue is purified by HPLC (ACN/H2O/NH3). After HPLC, ACN is removed in vacuo and the aq. layer is extracted with EtOAc. The organic layer is dried over MgSO4, filtered and the solvent is removed in vacuo. Reactants: BrCCCCC(=O)OCC (ethyl 5-bromovalerate), aqueous solution, Cl (hydrochloric acid), C(C)(=O)OC=1C(=C(C2=C(CCC(O2)(O)CC)C1C)C)C (6-acetoxy-3,4-dihydro-2-ethyl-2-hydroxy-5,7,8-trimethyl-2H-1-benzopyran), [H-].[Na+] (sodium hydride). The solvent is C(C)OCC (ethyl ether), O (water), C1=CC=CC=C1 (benzene), C1=CC=CC=C1 (benzene), CS(=O)C (dimethylsulfoxide), CS(=O)C (dimethylsulfoxide). Run at temperature 5 celsius, time 60 minute. Product: C(C)(=O)OC1=C(C(=C(OCCCCC(=O)OCC)C(=C1C)C)CCC(CC)=O)C (5-[4-Acetoxy-2-(3-oxopentyl)-3,5,6-trimethylphenoxy]pentanoic acid, ethyl ester). Isolated yield 62.0%. Reaction SMILES: [C:1]([O:4][C:5]1[C:6]([CH3:20])=[C:7]([CH3:19])[C:8]2[O:13][C:12]([CH2:15][CH3:16])([OH:14])[CH2:11][CH2:10][C:9]=2[C:17]=1[CH3:18])(=[O:3])[CH3:2].[H-].[Na+].Br[CH2:24][CH2:25][CH2:26][CH2:27][C:28]([O:30][CH2:31][CH3:32])=[O:29].Cl>C1C=CC=CC=1.CS(C)=O.C(OCC)C.O>[C:1]([O:4][C:5]1[C:6]([CH3:20])=[C:7]([CH3:19])[C:8]([O:13][CH2:24][CH2:25][CH2:26][CH2:27][C:28]([O:30][CH2:31][CH3:32])=[O:29])=[C:9]([CH2:10][CH2:11][C:12](=[O:14])[CH2:15][CH3:16])[C:17]=1[CH3:18])(=[O:3])[CH3:2] |f:1.2|. Procedure: A solution containing 10.0 g (0.036 moles) of 6-acetoxy-3,4-dihydro-2-ethyl-2-hydroxy-5,7,8-trimethyl-2H-1-benzopyran in 100 ml of benzene and 30 ml of dimethylsulfoxide is rapidly dripped, under nitrogen atmosphere, into a suspension containing 1.0 g (0.040 moles) of 97% sodium hydride in 50 ml of dimethylsulfoxide. The solution, after 60 minutes, is cooled to 5° C. and added, by slow dripping, to 50 ml of benzene containing 8.3 g (0.040 moles) of ethyl 5-bromovalerate, while keeping a temperat... The reactants are N12CC(C(CC1)CC2)=C(C(=O)OCC)C#N (ethyl (1-azabicyclo[2.2.2]octan-3-ylidene)cyanoacetate), [H][H] (hydrogen). Reagents/catalysts: [Pd] (palladium on charcoal). Solvent: C(C)O (ethanol). Yields the product N12CC(C(CC1)CC2)C(C(=O)OCC)C#N (Ethyl (1-azabicyclo[2.2.2]octan-3-yl)cyanoacetate). As a reaction SMILES: [N:1]12[CH2:8][CH2:7][CH:4]([CH2:5][CH2:6]1)[C:3](=[C:9]([C:15]#[N:16])[C:10]([O:12][CH2:13][CH3:14])=[O:11])[CH2:2]2.[H][H]>C(O)C.[Pd]>[N:1]12[CH2:8][CH2:7][CH:4]([CH2:5][CH2:6]1)[CH:3]([CH:9]([C:15]#[N:16])[C:10]([O:12][CH2:13][CH3:14])=[O:11])[CH2:2]2. Procedure details: A solution of ethyl (1-azabicyclo[2.2.2]octan-3-ylidene)cyanoacetate (73 g, 0.33 mol) in absolute ethanol (1 1) was treated with 10% palladium on charcoal (10 g) and hydrogen in a parr shaker at 20 psi for 5 h. Filtration and evaporation gave the wanted product in 68 g yield. Reactants: [Br-], O=[N+]([O-])c1ccc(F)c(-c2[nH]ncc2Br)c1F, CI, CCCC[N+](CCCC)(CCCC)CCCC, ClCCl, [Na+], [OH-]. Product: Cn1cc(Br)c(-c2c(F)ccc([N+](=O)[O-])c2F)n1. As a reaction SMILES: [Br-:23].[Br:1][c:2]1[cH:3][n:4][nH:5][c:6]1-[c:7]1[c:8]([F:17])[c:9]([N+:14](=[O:15])[O-:16])[cH:10][cH:11][c:12]1[F:13].[CH3:18][I:19].[CH3:24][CH2:25][CH2:26][CH2:27][N+:28]([CH2:29][CH2:30][CH2:31][CH3:32])([CH2:33][CH2:34][CH2:35][CH3:36])[CH2:37][CH2:38][CH2:39][CH3:40].[Cl:20][CH2:21][Cl:22].[Na+:42].[OH-:41]>>[Br:1][c:2]1[cH:3][n:4]([CH3:18])[n:5][c:6]1-[c:7]1[c:8]([F:17])[c:9]([N+:14](=[O:15])[O-:16])[cH:10][cH:11][c:12]1[F:13]. Reactants: BrC=1C=NC=C(C(=O)OC)C1 (methyl 5-bromonicotinate), [H-].[Na+] (NaH), C(C)(=O)OCC (ethyl acetate), solution, C[Si](C)(C)C=[N+]=[N-] (trimethylsilyl diazomethane), hexanes, Cl (HCl), [H-].[Na+] (NaH). Run in C(Cl)Cl (CH2Cl2), O (water), CO (methanol). Run at temperature 40 celsius, time 36 hour. Product: COC(=CC(=O)OCC)C=1C=NC=C(C1)Br (Ethyl 3-Methoxy-3-(5-bromo-3-pyridinyl)-2-propenoate). Yield: 53.0%. RXN SMILES: [Br:1][C:2]1[CH:3]=[N:4][CH:5]=[C:6]([CH:11]=1)[C:7]([O:9][CH3:10])=O.[H-].[Na+].C[Si](C=[N+]=[N-])(C)C.Cl.[C:22]([O:25][CH2:26][CH3:27])(=[O:24])[CH3:23]>C(Cl)Cl.O.CO>[CH3:10][O:9][C:7]([C:6]1[CH:5]=[N:4][CH:3]=[C:2]([Br:1])[CH:11]=1)=[CH:23][C:22]([O:25][CH2:26][CH3:27])=[O:24] |f:1.2|. Procedure details: A solution of methyl 5-bromonicotinate (15.0 g, 69.4 mmol) in ethyl acetate is treated with NaH (60% in mineral oil, 2.4 g) and gently heated at 40° C. until a mild exotherm occurs. After cessation of reflux, the reaction mixture is treated with additional NaH (2.27 g, 139 mmol total), heated at reflux temperature for 16 h, cooled to room temperature and diluted with CH2Cl2 and water. The organic phase is separated, washed with brine, dried over Na2SO4 and concentrated in vacuo. The resultant oi... The reactants are CC(C)(C(C=CC1=CC=CC=C1)=O)C (2,2-Dimethyl-5-phenylpent-4-ene-3-one), BrBr (bromine), [H-].[Na+] (sodium hydride), N1N=CN=C1 (1,2,4-triazole). The solvent is O (water), C(Cl)(Cl)(Cl)Cl (carbon tetrachloride), CN(C=O)C (dimethylformamide), CN(C=O)C (dimethylformamide). Yields the product CC(C)(C(C=C(N1N=CN=C1)C1=CC=CC=C1)=O)C (2,2-dimethyl-5-phenyl-5-(1,2,4-triazol-1-yl)pent-4-en-3-one). Reaction SMILES: [CH3:1][C:2]([CH3:14])([C:4](=[O:13])[CH:5]=[CH:6][C:7]1[CH:12]=[CH:11][CH:10]=[CH:9][CH:8]=1)[CH3:3].BrBr.[NH:17]1[CH:21]=[N:20][CH:19]=[N:18]1.[H-].[Na+]>C(Cl)(Cl)(Cl)Cl.CN(C)C=O.O>[CH3:3][C:2]([CH3:14])([C:4](=[O:13])[CH:5]=[C:6]([C:7]1[CH:8]=[CH:9][CH:10]=[CH:11][CH:12]=1)[N:17]1[CH:21]=[N:20][CH:19]=[N:18]1)[CH3:1] |f:3.4|. Procedure details: 2,2-Dimethyl-5-phenylpent-4-ene-3-one (9.48 g) in carbon tetrachloride (60 ml) was treated dropwise with bromine (8.0 g). The solution was evaporated in a vacuum and the pale yellow residue of 4,5-dibromo-2,2-dimethyl-5-phenylpentan-3-one (12.6 g) collected. The dibromo compound so prepared (6.96 g) was dissolved in dry dimethylformamide (20 ml) and added dropwise to a mixture obtained by adding 1,2,4-triazole (2.76 g) to a suspension of sodium hydride (1.92 of 50% dispersion in mineral oil, was... The reactants are O=c1cc(OCc2ccc(Br)cn2)ccn1CCc1ccc(CO)cc1, CB(O)O, CO. Yields the product Cc1ccc(COc2ccn(CCc3ccc(CO)cc3)c(=O)c2)nc1. As a reaction SMILES: [Br:1][c:2]1[cH:3][cH:4][c:5]([CH2:8][O:9][c:10]2[cH:11][c:12](=[O:26])[n:13]([CH2:16][CH2:17][c:18]3[cH:19][cH:20][c:21]([CH2:24][OH:25])[cH:22][cH:23]3)[cH:14][cH:15]2)[n:6][cH:7]1.[CH3:27][B:28]([OH:29])[OH:30].[CH3:31][OH:32]>>[c:2]1([CH3:27])[cH:3][cH:4][c:5]([CH2:8][O:9][c:10]2[cH:11][c:12](=[O:26])[n:13]([CH2:16][CH2:17][c:18]3[cH:19][cH:20][c:21]([CH2:24][OH:25])[cH:22][cH:23]3)[cH:14][cH:15]2)[n:6][cH:7]1. Reactants: CC(=O)c1ccc(C(C)=C[N+](=O)[O-])cc1, CCCC[N+](CCCC)(CCCC)CCCC, Cc1ccccc1, [Cu], [F-], C1CCOC1, O, [SiH3]c1ccccc1. The product is CC(=O)c1ccc(C(C)C[N+](=O)[O-])cc1. Reaction SMILES: [C:8]([CH3:9])(=[O:10])[c:11]1[cH:12][cH:13][c:14]([C:17](=[CH:18][N+:19](=[O:20])[O-:21])[CH3:22])[cH:15][cH:16]1.[CH3:24][CH2:25][CH2:26][CH2:27][N+:28]([CH2:29][CH2:30][CH2:31][CH3:32])([CH2:33][CH2:34][CH2:35][CH3:36])[CH2:37][CH2:38][CH2:39][CH3:40].[CH3:48][c:49]1[cH:50][cH:51][cH:52][cH:53][cH:54]1.[Cu:41].[F-:23].[O:43]1[CH2:44][CH2:45][CH2:46][CH2:47]1.[OH2:42].[c:1]1([SiH3:2])[cH:3][cH:4][cH:5][cH:6][cH:7]1>>[C:8]([CH3:9])(=[O:10])[c:11]1[cH:12][cH:13][c:14]([CH:17]([CH2:18][N+:19](=[O:20])[O-:21])[CH3:22])[cH:15][cH:16]1. The reactants are CC(O)(CN1CCC(c2ccccc2)CC1)Cn1cc([N+](=O)[O-])nc1Cl, [H-], [Na+], CN(C)C=O, O. The product is CC1(CN2CCC(c3ccccc3)CC2)Cn2cc([N+](=O)[O-])nc2O1. As a reaction SMILES: [Cl:1][c:2]1[n:3]([CH2:10][C:11]([CH2:12][N:13]2[CH2:14][CH2:15][CH:16]([c:19]3[cH:20][cH:21][cH:22][cH:23][cH:24]3)[CH2:17][CH2:18]2)([OH:25])[CH3:26])[cH:4][c:5]([N+:7](=[O:8])[O-:9])[n:6]1.[H-:27].[Na+:28].[O:30]=[CH:31][N:32]([CH3:33])[CH3:34].[OH2:29]>>[c:2]12[n:3]([cH:4][c:5]([N+:7](=[O:8])[O-:9])[n:6]1)[CH2:10][C:11]([CH2:12][N:13]1[CH2:14][CH2:15][CH:16]([c:19]3[cH:20][cH:21][cH:22][cH:23][cH:24]3)[CH2:17][CH2:18]1)([CH3:26])[O:25]2. Reactants: C(C)(C)(C)OC(NC1=C(C=C(C(=C1)Cl)C(F)(F)F)NC(CC(=O)C1=CC(=CC=C1)C1=CC(=NC=C1)CC)=O)=O ((5-chloro-2-{3-[3-(2-ethyl-pyridin-4-yl)-phenyl]-3-oxo-propionylamino}-4-trifluoromethyl-phenyl)-carbamic acid tert-butyl ester), C(=O)(C(F)(F)F)O (TFA). Solvent: C(Cl)Cl (CH2Cl2). Product: ClC1=CC2=C(NC(CC(=N2)C2=CC(=CC=C2)C2=CC(=NC=C2)CC)=O)C=C1C(F)(F)F (7-Chloro-4-[3-(2-ethyl-pyridin-4-yl)-phenyl]-8-trifluoromethyl-1,3-dihydro benzo[b][1,4]diazepin-2-one), solid. The yield is 77.0%. As a reaction SMILES: C(OC(=O)[NH:7][C:8]1[CH:13]=[C:12]([Cl:14])[C:11]([C:15]([F:18])([F:17])[F:16])=[CH:10][C:9]=1[NH:19][C:20](=[O:38])[CH2:21][C:22]([C:24]1[CH:29]=[CH:28][CH:27]=[C:26]([C:30]2[CH:35]=[CH:34][N:33]=[C:32]([CH2:36][CH3:37])[CH:31]=2)[CH:25]=1)=O)(C)(C)C.C(O)(C(F)(F)F)=O>C(Cl)Cl>[Cl:14][C:12]1[C:11]([C:15]([F:17])([F:18])[F:16])=[CH:10][C:9]2[NH:19][C:20](=[O:38])[CH2:21][C:22]([C:24]3[CH:29]=[CH:28][CH:27]=[C:26]([C:30]4[CH:35]=[CH:34][N:33]=[C:32]([CH2:36][CH3:37])[CH:31]=4)[CH:25]=3)=[N:7][C:8]=2[CH:13]=1. Procedure: The title compound was prepared from (5-chloro-2-{3-[3-(2-ethyl-pyridin-4-yl)-phenyl]-3-oxo-propionylamino}-4-trifluoromethyl-phenyl)-carbamic acid tert-butyl ester (Example M139) (0.27 g, 0.48 mmol) by treatment with TFA in CH2Cl2 according to the general procedure N. Obtained as an off-white solid (165 mg, 77%).